Task: describe an organic reaction: reactants, conditions, products, and yield. Dataset: the Open Reaction Database (ORD), a public repository of structured organic reaction records Reactants: CC([O-])C.[Ga+3].CC([O-])C.CC([O-])C (gallium isopropoxide), C([C@H](O)[C@@H](O)[C@H](O)CO)O (xylitol), [Ga] (gallium), polyalcohols, polyalcohol, polyalcohol, polyalcohol. The product is C([C@H](O)[C@@H](O)[C@H](O)CO)O.[Ga] (Gallium Xylitol). Reaction SMILES: [Ga:1].[CH2:2]([OH:11])[C@@H:3]([C@H:5]([C@@H:7]([CH2:9][OH:10])[OH:8])[OH:6])[OH:4].CC(C)[O-].[Ga+3].CC(C)[O-].CC(C)[O-]>>[CH2:2]([OH:11])[C@@H:3]([C@H:5]([C@@H:7]([CH2:9][OH:10])[OH:8])[OH:6])[OH:4].[Ga:1] |f:2.3.4.5,6.7|. Procedure details: Other 1:1 gallium complexes with polyalcohols can be prepared in a similar fashion by substituting another polyalcohol ligand for the xylitol ligand in this procedure. Similarly, the 2:1 gallium complex with a polyalcohol can be prepared by adding 0.25 mole, instead of 0.5 mole, of polyalcohol ligand to the heated anhydrous gallium isopropoxide solution in this procedure.